This data is from the Open Reaction Database (ORD), a public repository of structured organic reaction records. The task is: describe an organic reaction: reactants, conditions, products, and yield The reactants are C1CCOC1, CCOC(C)=O, [Li+], [OH-], O, COC(=O)c1ccc(C#CCCCO)cc1. The product is O=C(O)c1ccc(C#CCCCO)cc1. Reaction SMILES: [CH2:26]1[O:27][CH2:28][CH2:29][CH2:30]1.[CH3:19][CH2:20][O:21][C:22]([CH3:23])=[O:24].[Li+:2].[OH-:1].[OH2:25].[OH:3][CH2:4][CH2:5][CH2:6][C:7]#[C:8][c:9]1[cH:10][cH:11][c:12]([C:13](=[O:14])[O:15][CH3:16])[cH:17][cH:18]1>>[OH:3][CH2:4][CH2:5][CH2:6][C:7]#[C:8][c:9]1[cH:10][cH:11][c:12]([C:13](=[O:14])[OH:15])[cH:17][cH:18]1. Reactants: CCOCC (ether), C1(=CC=CC=C1)O (phenol), C(#N)C1=C(C=CC=C1)C#N (1,2-dicyanobenzene), CCCCCC (hexane). Run at temperature 185 celsius, time 1 hour. Yields the product NC1=NC(C2=CC=CC=C12)(C1=CC=C(C=C1)O)C1=CC=C(C=C1)O (4,4′-(3-Amino-isoindole-1,1-diyl)-bis-phenol). The yield is 20.0%. As a reaction SMILES: [C:1]1([OH:7])[CH:6]=[CH:5][CH:4]=[CH:3][CH:2]=1.[C:8]([C:10]1[CH:15]=[CH:14][CH:13]=[CH:12][C:11]=1[C:16]#[N:17])#[N:9].[CH3:18][CH2:19][CH2:20][CH2:21][CH2:22][CH3:23].CC[O:26]CC>>[NH2:9][C:8]1[C:10]2[C:11](=[CH:12][CH:13]=[CH:14][CH:15]=2)[C:16]([C:20]2[CH:19]=[CH:18][C:23]([OH:26])=[CH:22][CH:21]=2)([C:4]2[CH:5]=[CH:6][C:1]([OH:7])=[CH:2][CH:3]=2)[N:17]=1. Reported procedure: A mixture of phenol (294 g, 3.10 moles) and 1,2-dicyanobenzene (20 g, 0.16 moles) was heated to reflux at 185° C. for 3 hours. The reaction was cooled to room temperature and diluted with 2:1 ether:hexane (1.5 L). The resulting precipitate was stirred for 1 hour and filtered. The isolated filter cake was triturated with dichloromethane (0.6 L), stirred for 0.5 hour and filtered. The crude compound was purified using flash chromatography (silica; 65:30:5 dichloromethane:acetone: methanol with 0.1... The reactants are C(C)(C)(C)OC(NC1CCC(CC1)C=O)=O ((4-Formyl-cyclohexyl)-carbamic acid tert-butyl ester), C(C1=CC=CC=C1)N (benzylamine), C(C)(=O)O (acetic acid), S(=O)(=O)([O-])[O-].[Mg+2] (magnesium sulfate). Run in C(Cl)Cl (methylene chloride). Reaction conditions: time 5 day. Product: C(C)(C)(C)OC(N[C@@H]1CC[C@H](CC1)C=NCC1=CC=CC=C1)=O (trans-[4-(benzylimino-methyl)-cyclohexyl]-carbamic acid tert-butyl ester). Yield: 96.5%. Reaction SMILES: [C:1]([O:5][C:6](=[O:16])[NH:7][CH:8]1[CH2:13][CH2:12][CH:11]([CH:14]=O)[CH2:10][CH2:9]1)([CH3:4])([CH3:3])[CH3:2].[CH2:17]([NH2:24])[C:18]1[CH:23]=[CH:22][CH:21]=[CH:20][CH:19]=1.C(O)(=O)C.S([O-])([O-])(=O)=O.[Mg+2]>C(Cl)Cl>[C:1]([O:5][C:6](=[O:16])[NH:7][C@H:8]1[CH2:13][CH2:12][C@H:11]([CH:14]=[N:24][CH2:17][C:18]2[CH:23]=[CH:22][CH:21]=[CH:20][CH:19]=2)[CH2:10][CH2:9]1)([CH3:4])([CH3:3])[CH3:2] |f:3.4|. Procedure details: A mixture of (4-Formyl-cyclohexyl)-carbamic acid tert-butyl ester (3.80 g, 16.7 mmol), benzylamine (1.82 g, 16.7 mmol), acetic acid (0.01 g, 16.7 mmol) and anhydrous magnesium sulfate (4.01 g, 33.3 mmol) in methylene chloride (20 mL) was stirred for 5 days. The mixture was filtered through Celite and concentrated under reduced pressure to give trans-[4-(benzylimino-methyl)-cyclohexyl]-carbamic acid tert-butyl ester (5.10 g, 97%) as a 97:3 trans:cis mixture. Reactants: ClC1=C(C=C(C=C1)[N+](=O)[O-])OC (1-chloro-2-methoxy-4-nitro-benzene), COC1=C(OCCN2CCOCC2)C=CC(=C1)[N+](=O)[O-] (4-[2-(2-Methoxy-4-nitro-phenoxy)-ethyl]-morpholine), 1-(2-hydroxyethyl)-morpholine, [H-].[Na+] (sodium hydride). Solvent: CN(C=O)C (dimethylformamide), CN(C=O)C (dimethylformamide). Run at time 10 minute. Product: COCCN1CCC(CC1)C=O (1-(2-Methoxy-ethyl)-piperidine-4-carbaldehyde). RXN SMILES: COC1C=C([N+]([O-])=O)C=C[C:4]=1[O:5][CH2:6][CH2:7][N:8]1[CH2:13][CH2:12]O[CH2:10][CH2:9]1.[H-].[Na+].Cl[C:24]1C=CC([N+]([O-])=O)=C[C:25]=1[O:33]C>CN(C)C=O>[CH3:4][O:5][CH2:6][CH2:7][N:8]1[CH2:9][CH2:10][CH:24]([CH:25]=[O:33])[CH2:12][CH2:13]1 |f:1.2|. Reported procedure: 4-[2-(2-Methoxy-4-nitro-phenoxy)-ethyl]-morpholine To a solution of (1-(2-hydroxyethyl)-morpholine) (1.94 ml, 16 mmol) in dimethylformamide was added sodium hydride [60% dispersion in oil] (544 mg, 16 mmol). After stirring at room temperature for 10 min, a solution of (1-chloro-2-methoxy-4-nitro-benzene) (3 g, 16 mmol) in dimethylformamide (10 ml) was added dropwise. The reaction mixture was left stirring at room temperature for 16 hours, concentrated, then the residue dissolved in ethyl acetate... The reactants are N1CC(CCC1)NC=1C2=C(N=CC1)NC=C2 (N-(piperidin-3-yl)-1H-pyrrolo[2,3-b]pyridin-4-amine), C(C1=CC=CC=C1)=O (benzaldehyde). Yields the product C(C1=CC=CC=C1)N1CC(CCC1)NC=1C2=C(N=CC1)NC=C2 (N-(1-Benzylpiperidin-3-yl)-1H-pyrrolo[2,3-b]pyridin-4-amine). Reaction SMILES: [NH:1]1[CH2:6][CH2:5][CH2:4][CH:3]([NH:7][C:8]2[C:9]3[CH:16]=[CH:15][NH:14][C:10]=3[N:11]=[CH:12][CH:13]=2)[CH2:2]1.[CH:17](=O)[C:18]1[CH:23]=[CH:22][CH:21]=[CH:20][CH:19]=1>>[CH2:17]([N:1]1[CH2:6][CH2:5][CH2:4][CH:3]([NH:7][C:8]2[C:9]3[CH:16]=[CH:15][NH:14][C:10]=3[N:11]=[CH:12][CH:13]=2)[CH2:2]1)[C:18]1[CH:23]=[CH:22][CH:21]=[CH:20][CH:19]=1. Procedure: Reaction of N-(piperidin-3-yl)-1H-pyrrolo[2,3-b]pyridin-4-amine with benzaldehyde using the method of Example 8 affords the title compound. Reactants: ClC1=CC=C(C=C1)C=1N=C2N(C=CC=C2)C1CN1C(C=C(C1)NCCN(C)C)=O (1-((2-(4-chlorophenyl)imidazo[1,2-a]pyridin-3-yl)methyl)-4-(2-(dimethylamino)ethylamino)-1H-pyrrol-2(5H)-one), ClC1=CC=C(C=C1)C=1N=C2N(C=CC=C2)C1CN1C(C=C(C1)OC)=O (1-((2-(4-chlorophenyl)imidazo[1,2-a]pyridin-3-yl)methyl)-4-methoxy-1H-pyrrol-2(5H)-one), CN1CCNCC1 (1-methylpiperazine). The product is ClC1=CC=C(C=C1)C=1N=C2N(C=CC=C2)C1CN1C(C=C(C1)N1CCN(CC1)C)=O (1-((2-(4-chlorophenyl)imidazo[1,2-a]pyridin-3-yl)methyl)-4-(4-methylpiperazin-1-yl)-1H-pyrrol-2(5H)-one). RXN SMILES: [Cl:1][C:2]1[CH:7]=[CH:6][C:5]([C:8]2[N:9]=[C:10]3[CH:15]=[CH:14][CH:13]=[CH:12][N:11]3[C:16]=2[CH2:17][N:18]2[CH2:22][C:21]([NH:23][CH2:24][CH2:25][N:26]([CH3:28])[CH3:27])=[CH:20][C:19]2=[O:29])=[CH:4][CH:3]=1.Cl[C:31]1C=CC(C2N=C3C=CC=CN3C=2CN2CC(OC)=CC2=O)=CC=1.CN1CCNCC1>>[Cl:1][C:2]1[CH:7]=[CH:6][C:5]([C:8]2[N:9]=[C:10]3[CH:15]=[CH:14][CH:13]=[CH:12][N:11]3[C:16]=2[CH2:17][N:18]2[CH2:22][C:21]([N:23]3[CH2:31][CH2:28][N:26]([CH3:27])[CH2:25][CH2:24]3)=[CH:20][C:19]2=[O:29])=[CH:4][CH:3]=1. Procedure details: The title compound was prepared according to the experimental for compound 237 from 1-((2-(4-chlorophenyl)imidazo[1,2-a]pyridin-3-yl)methyl)-4-methoxy-1H-pyrrol-2(5H)-one and 1-methylpiperazine. (56 mg, 47%) m/e+=422 (M+H+). 1H-NMR (400 MHz, CDCl3, δ): 8.47 (d, 1H, D, J=7.0 Hz), 7.73 (d, 2H, D, J=8.4 Hz), 7.62 (d, 1H, D, J=9.1 Hz), 7.47 (d, 2H, D, J=8.4 Hz), 7.25 (t, 1H, D, J=7.3 Hz), 6.85 (t, 1H, D, J=6.4 Hz), 5.09 (s, 2H), 4.74 (s, 1H), 3.57 (s, 2H), 3.03 (m, 4H), 2.36 (m, 4H), 2.27 (s, 3H). Reactants: Reduced iron, FC1=C(C(=CC(=C1)C(F)(F)F)[N+](=O)[O-])N1C=NC(=CC1=O)C(F)(F)F (1-(2-fluoro-6-nitro-4-trifluoromethylphenyl)-4-trifluoromethylpyrimidin-6-one). The reagents and catalysts are Cl (hydrochloric acid). Run in C(C)(C)O (isopropanol), O (water). Reaction conditions: temperature 100 celsius. The product is NC1=C(C(=CC(=C1)C(F)(F)F)F)N1C=NC(=CC1=O)C(F)(F)F (1-(2-amino-6-fluoro-4-trifluoromethylphenyl)-4-trifluoromethylpyrimidin-6-one). As a reaction SMILES: [F:1][C:2]1[CH:7]=[C:6]([C:8]([F:11])([F:10])[F:9])[CH:5]=[C:4]([N+:12]([O-])=O)[C:3]=1[N:15]1[C:20](=[O:21])[CH:19]=[C:18]([C:22]([F:25])([F:24])[F:23])[N:17]=[CH:16]1>C(O)(C)C.O.Cl>[NH2:12][C:4]1[CH:5]=[C:6]([C:8]([F:9])([F:10])[F:11])[CH:7]=[C:2]([F:1])[C:3]=1[N:15]1[C:20](=[O:21])[CH:19]=[C:18]([C:22]([F:25])([F:24])[F:23])[N:17]=[CH:16]1. Procedure: Reduced iron powder (0.18g) was added to a suspension of 1-(2-fluoro-6-nitro-4-trifluoromethylphenyl)-4-trifluoromethylpyrimidin-6-one (0.6g) in a mixture of isopropanol (6ml) and water (0.6ml). Concentrated hydrochloric acid (1 drop) was added, and the reaction mixture was heated to 100° C. for a period of 5 hours. After cooling to ambient temperature, the reaction mixture was filtered through celite, and the residue washed with ethyl acetate. Evaporation of the filtrate under reduced pressure ... Starting materials: O(C1=CC=CC=C1)C1=CC=C(C(=O)Cl)C=C1 (4-phenoxybenzoyl chloride), NO.Cl (NH2OH.HCl), C(C1=CC=CC=C1)(=O)Cl (benzoyl chloride), carboxylic acid. The solvent is C(C)N(CC)CC (triethylamine). Product: ONC(CCCCCCC(C1=CC=C(C=C1)OC1=CC=CC=C1)=O)=O (N-Hydroxy-7-(4-phenoxybenzoyl)heptanamide). Isolated yield 44.0%. RXN SMILES: [O:1]([C:8]1[CH:16]=[CH:15][C:11]([C:12](Cl)=[O:13])=[CH:10][CH:9]=1)[C:2]1[CH:7]=[CH:6][CH:5]=[CH:4][CH:3]=1.[C:17](Cl)(=[O:24])[C:18]1[CH:23]=[CH:22][CH:21]=[CH:20][CH:19]=1.[NH2:26][OH:27].Cl>C(N(CC)CC)C>[OH:27][NH:26][C:17](=[O:24])[CH2:18][CH2:19][CH2:20][CH2:21][CH2:22][CH2:23][C:12](=[O:13])[C:11]1[CH:15]=[CH:16][C:8]([O:1][C:2]2[CH:7]=[CH:6][CH:5]=[CH:4][CH:3]=2)=[CH:9][CH:10]=1 |f:2.3|. Procedure: Following the procedure described in Example 1, step 4, but substituting 4-phenoxybenzoic acid for 5, followed by Example 18, step 2, 3, but substituting 4-phenoxybenzoyl chloride for benzoyl chloride, and then the resulting carboxylic acid was substituted for 37 in Example 14, step 3, using 1.1 equivalent of NH2OH.HCl and triethylamine each, to afford the title compound 104 obtained in 44% yield. 1H NMR (300 MHz, 20% CD3OD in CDCl3): δ 7.81 (d, J=8.7 Hz, 2H), 7.23 (m, 2H), 7.08 (m, 1H), 6.94 (d... Reactants: OC1=C(C(=O)O)C=CC(=C1)C(F)(F)F (2-hydroxy-4-(trifluoromethyl)benzoic acid), C[Li] (methyllithium), solution, Cl (HCl), C (methane), C[Li] (methyllithium). The solvent is CCOCC (Et2O), C1CCOC1 (THF), CCOC(=O)C (EtOAc), CCOC(=O)C (EtOAc). Reaction conditions: time 1 hour. Yields the product OC1=C(C=CC(=C1)C(F)(F)F)C(C)=O (1-(2-hydroxy-4-(trifluoromethyl)phenyl)ethanone). As a reaction SMILES: [OH:1][C:2]1[CH:10]=[C:9]([C:11]([F:14])([F:13])[F:12])[CH:8]=[CH:7][C:3]=1[C:4]([OH:6])=O.[CH3:15][Li].C.Cl>CCOCC.CCOC(C)=O.C1COCC1>[OH:1][C:2]1[CH:10]=[C:9]([C:11]([F:14])([F:13])[F:12])[CH:8]=[CH:7][C:3]=1[C:4](=[O:6])[CH3:15]. Reported procedure: A solution of 2-hydroxy-4-(trifluoromethyl)benzoic acid (10.0 g, 48.5 mmol) and THF (100 mL) was cooled to <5° C. (internal temperature) and methyllithium (95 mL of a 1.6M solution in Et2O, 152 mmol) was added, keeping the internal temperature≦20° C. (slow addition, methane generation). Following methyllithium addition, the solution was warmed to ambient temperature and stirred for 1 h. The solution was then re-cooled to 10° C. and treated carefully with EtOAc (100 mL) and 2N HCl (100 mL). The r...